This data is from the Open Reaction Database (ORD), a public repository of structured organic reaction records. The task is: describe an organic reaction: reactants, conditions, products, and yield The reactants are C1(=CC=CC=C1)OC(NC=1C(=NC(=C(C1)CC)C)OC)=O (Phenyl-N-(5-ethyl-2-methoxy-6-methylpyridin-3-yl)carbamate), CC1=C(C(=CC=C1)C)N1CCNCC1 (1-(2,6-dimethylphenyl)piperazine). The product is C(C)C=1C=C(C(=NC1C)OC)NC(=O)N1CCN(CC1)C1=C(C=CC=C1C)C (1-[(5-ethyl-2-methoxy-6-methylpyridin-3-yl)aminocarbonyl]-4-(2,6-dimethylphenyl)piperazine). Isolated yield 80.0%. Reaction SMILES: C1(O[C:8](=[O:21])[NH:9][C:10]2[C:11]([O:19][CH3:20])=[N:12][C:13]([CH3:18])=[C:14]([CH2:16][CH3:17])[CH:15]=2)C=CC=CC=1.[CH3:22][C:23]1[CH:28]=[CH:27][CH:26]=[C:25]([CH3:29])[C:24]=1[N:30]1[CH2:35][CH2:34][NH:33][CH2:32][CH2:31]1>>[CH2:16]([C:14]1[CH:15]=[C:10]([NH:9][C:8]([N:33]2[CH2:34][CH2:35][N:30]([C:24]3[C:25]([CH3:29])=[CH:26][CH:27]=[CH:28][C:23]=3[CH3:22])[CH2:31][CH2:32]2)=[O:21])[C:11]([O:19][CH3:20])=[N:12][C:13]=1[CH3:18])[CH3:17]. Procedure details: Phenyl-N-(5-ethyl-2-methoxy-6-methylpyridin-3-yl)carbamate and 1-(2,6-dimethylphenyl)piperazine were reacted by the same way with the example 1 to obtain the titled compound